From a dataset of the Open Reaction Database (ORD), a public repository of structured organic reaction records. describe an organic reaction: reactants, conditions, products, and yield Starting materials: CC1=CC=C(OC2=CC=C(N)C=C2)C=C1 (4-(4-methyl phenoxy)aniline), C(C1CO1)N(C1=CC=C(C=C1)OC1=CC=CC=C1)CC1CO1 (N,N-diglycidyl-4-phenoxy aniline), amine, epoxy resin. The product is C(C1CO1)N(C1=CC=C(C=C1)OC1=CC=C(C=C1)C)CC1CO1 (N,N-diglycidyl-4-(4-methyl phenoxy)aniline). Reaction SMILES: [CH3:1]C1C=CC(OC2C=CC(N)=CC=2)=CC=1.[CH2:16]([N:20]([CH2:34][CH:35]1[O:37][CH2:36]1)[C:21]1[CH:26]=[CH:25][C:24]([O:27][C:28]2[CH:33]=[CH:32][CH:31]=[CH:30][CH:29]=2)=[CH:23][CH:22]=1)[CH:17]1[O:19][CH2:18]1>>[CH2:34]([N:20]([CH2:16][CH:17]1[O:19][CH2:18]1)[C:21]1[CH:22]=[CH:23][C:24]([O:27][C:28]2[CH:33]=[CH:32][C:31]([CH3:1])=[CH:30][CH:29]=2)=[CH:25][CH:26]=1)[CH:35]1[O:37][CH2:36]1. Procedure: Except that 4-(4-methyl phenoxy)aniline was used as the amine compound acting as precursor for synthesizing the epoxy resin, the same procedures as for the N,N-diglycidyl-4-phenoxy aniline was carried out under the same reaction conditions for glycidyl formation, producing N,N-diglycidyl-4-(4-methyl phenoxy)aniline The product is N1=C(C=CC=C1)C(CC1=CC=NC2=CC=CC=C12)=O (1-(2-Pyridyl)-2-(4-quinolyl)ethan-1-one). Procedure: In a 3-neck 3-liter round bottom flask equipped with two addition funnels is dissolved lepidine (10.0 mL, 75.63 mmol) in tetrahydrofuran (200 mL). One addition funnel is charged with ethyl picolinate (20.43 mL, 151.26 mmol) and the other with 0.5 M potassium bis(trimethylsilyl)amide (166.4 mL, 83.19 mmol) in toluene. The solution is cooled to −78° C. and the base added to the reaction mixture dropwise over 40 min. The reaction mixture is stirred an additional 1.5 h and ethyl picolinate is added ... Reactants: N1=C(C=CC=C1)C(=O)OCC (ethyl picolinate), N1=C(C=CC=C1)C(=O)OCC (ethyl picolinate), N1=CC=C(C)C2=CC=CC=C12 (lepidine), C[Si](C)(C)[N-][Si](C)(C)C.[K+] (potassium bis(trimethylsilyl)amide). Isolated yield 81.5%. As a reaction SMILES: [N:1]1[C:11]2[C:6](=[CH:7][CH:8]=[CH:9][CH:10]=2)[C:4]([CH3:5])=[CH:3][CH:2]=1.[N:12]1[CH:17]=[CH:16][CH:15]=[CH:14][C:13]=1[C:18](OCC)=[O:19].C[Si]([N-][Si](C)(C)C)(C)C.[K+]>O1CCCC1.C1(C)C=CC=CC=1>[N:12]1[CH:17]=[CH:16][CH:15]=[CH:14][C:13]=1[C:18](=[O:19])[CH2:5][C:4]1[C:6]2[C:11](=[CH:10][CH:9]=[CH:8][CH:7]=2)[N:1]=[CH:2][CH:3]=1 |f:2.3|. Conditions: temperature -78 celsius, time 1.5 hour. The solvent is O1CCCC1 (tetrahydrofuran), C1(=CC=CC=C1)C (toluene). Yields the product OC(C)(C)C1=CC=C(C(=O)NC2=NC=3N(C(=C2)C2=CC(=CC=C2)OC)N=CC3)C=C1 (4-(2-hydroxypropan-2-yl)-N-(7-(3-methoxyphenyl)pyrazolo[1,5-a]pyrimidin-5-yl)benzamide). Reactants: ClC1=CC(=NC=2N1N=CC2)NC(C2=CC=C(C=C2)C(C)(C)O)=O (N-(7-chloropyrazolo[1,5-a]pyrimidin-5-yl)-4-(2-hydroxypropan-2-yl)benzamide), COC=1C=C(C=CC1)B(O)O (3-methoxyphenylboronic acid), O1CCOCC1 (1,4-dioxane). Run in CO (methanol). Conditions: temperature 110 celsius. As a reaction SMILES: Cl[C:2]1[N:7]2[N:8]=[CH:9][CH:10]=[C:6]2[N:5]=[C:4]([NH:11][C:12](=[O:23])[C:13]2[CH:18]=[CH:17][C:16]([C:19]([OH:22])([CH3:21])[CH3:20])=[CH:15][CH:14]=2)[CH:3]=1.[CH3:24][O:25][C:26]1[CH:27]=[C:28](B(O)O)[CH:29]=[CH:30][CH:31]=1.O1CCOCC1>CO.C1C=CC(P(C2C=CC=CC=2)[C-]2C=CC=C2)=CC=1.C1C=CC(P(C2C=CC=CC=2)[C-]2C=CC=C2)=CC=1.Cl[Pd]Cl.[Fe+2]>[OH:22][C:19]([C:16]1[CH:17]=[CH:18][C:13]([C:12]([NH:11][C:4]2[CH:3]=[C:2]([C:30]3[CH:29]=[CH:28][CH:27]=[C:26]([O:25][CH3:24])[CH:31]=3)[N:7]3[N:8]=[CH:9][CH:10]=[C:6]3[N:5]=2)=[O:23])=[CH:14][CH:15]=1)([CH3:21])[CH3:20] |f:4.5.6.7|. Reagents/catalysts: C1=CC=C(C=C1)P([C-]2C=CC=C2)C3=CC=CC=C3.C1=CC=C(C=C1)P([C-]2C=CC=C2)C3=CC=CC=C3.Cl[Pd]Cl.[Fe+2] ([1,1′-bis(diphenylphosphino)ferrocene]dichloropalladium(II)). Yield: 0.0%. Procedure: A suspension of N-(7-chloropyrazolo[1,5-a]pyrimidin-5-yl)-4-(2-hydroxypropan-2-yl)benzamide (2D, 50 mg, 151 mmol), 3-methoxyphenylboronic acid (46 mg, 302 mmol), and [1,1′-bis(diphenylphosphino)ferrocene]dichloropalladium(II) (9 mg, 12 μmol) in 2:1 1,4-dioxane/saturated aqueous NaHCO3 (670 microliters of 1,4-dioxane and 330 microliters of saturated aqueous NaHCO3) was prepared in a 2 mL microwave reaction vessel and the sealed reaction vessel warmed to 110° C. for 20 minutes. The reaction mixtur... Starting materials: [H-].[Na+] (sodium hydride), BrC1=CC=C(S1)CO (5-bromothiophen-2-ylmethanol), ClC1=CC(C(C(C1(C)C)=O)(C)C)=O (5-Chloro-2,2,6,6-tetramethylcyclohex-4-ene-1,3-dione). Solvent: O1CCCC1 (tetrahydrofuran). Product: BrC1=CC=C(S1)COC1=CC(C(C(C1(C)C)=O)(C)C)=O (5-(5-bromothiophen-2-ylmethoxy)-2,2,6,6-tetramethylcyclohex-4-ene-1,3-dione). Yield: 49.8%. As a reaction SMILES: [Br:1][C:2]1[S:6][C:5]([CH2:7][OH:8])=[CH:4][CH:3]=1.[H-].[Na+].Cl[C:12]1[C:17]([CH3:19])([CH3:18])[C:16](=[O:20])[C:15]([CH3:22])([CH3:21])[C:14](=[O:23])[CH:13]=1>O1CCCC1>[Br:1][C:2]1[S:6][C:5]([CH2:7][O:8][C:12]2[C:17]([CH3:18])([CH3:19])[C:16](=[O:20])[C:15]([CH3:22])([CH3:21])[C:14](=[O:23])[CH:13]=2)=[CH:4][CH:3]=1 |f:1.2|. Reported procedure: To a solution of 5-bromothiophen-2-ylmethanol (6.76 g, 35 mmol) in tetrahydrofuran (100 ml) at 0° C. is added, carefully, sodium hydride, 60% dispersion in mineral oil, (1.2 g, 30 mmol over a period of 10 minutes. The reaction is allowed to warm to room temperature and stirred for a further hour. 5-Chloro-2,2,6,6-tetramethylcyclohex-4-ene-1,3-dione (5.02 mg, 25 mmol) is then added in one portion and the reaction mixture is allowed to stir at room temperature for 17 hours. The reaction is concent... Starting materials: CCCC(C(=O)OC)c1c(C)nc2cc(C(C)(C)C)nn2c1-c1ccc(Cl)cc1OC, CO, [Na+], [OH-]. The product is CCCC(C(=O)O)c1c(C)nc2cc(C(C)(C)C)nn2c1-c1ccc(Cl)cc1OC. Reaction SMILES: [C:1]([CH3:2])([CH3:3])([CH3:4])[c:5]1[n:6][n:7]2[c:8]([n:9][c:10]([CH3:30])[c:11]([CH:22]([C:23](=[O:24])[O:25][CH3:26])[CH2:27][CH2:28][CH3:29])[c:12]2-[c:13]2[c:14]([O:20][CH3:21])[cH:15][c:16]([Cl:19])[cH:17][cH:18]2)[cH:31]1.[CH3:34][OH:35].[Na+:33].[OH-:32]>>[C:1]([CH3:2])([CH3:3])([CH3:4])[c:5]1[n:6][n:7]2[c:8]([n:9][c:10]([CH3:30])[c:11]([CH:22]([C:23](=[O:24])[OH:25])[CH2:27][CH2:28][CH3:29])[c:12]2-[c:13]2[c:14]([O:20][CH3:21])[cH:15][c:16]([Cl:19])[cH:17][cH:18]2)[cH:31]1.